From a dataset of the Open Reaction Database (ORD), a public repository of structured organic reaction records. describe an organic reaction: reactants, conditions, products, and yield The solvent is O (water). Procedure details: In a manner described in Example 8, aqueous isopropenyl phosphonic acid (47 g, 54%, 0.2 mole), hydroxypropylacrylate (26 g, 0.2 mole) and acrylic acid (5 g, 0.07 mole, neutralized to pH 5 in 50 ml water) were mixed with 82.6 g of water and polymerized. The final product had a pH of 1.08. The product is C(=C)(C)P(O)(O)=O.OCCCOC(C=C)=O.C(C=C)(=O)O (Isopropenyl Phosphonic Acid Hydroxypropylacrylate Acrylic Acid). Reaction SMILES: [C:1]([P:4](=[O:7])([OH:6])[OH:5])([CH3:3])=[CH2:2].[OH:8][CH2:9][CH2:10][CH2:11][O:12][C:13](=[O:16])[CH:14]=[CH2:15].[C:17]([OH:21])(=[O:20])[CH:18]=[CH2:19]>O>[C:1]([P:4](=[O:5])([OH:7])[OH:6])([CH3:3])=[CH2:2].[OH:8][CH2:9][CH2:10][CH2:11][O:12][C:13](=[O:16])[CH:14]=[CH2:15].[C:17]([OH:21])(=[O:20])[CH:18]=[CH2:19] |f:4.5.6|. Reactants: C(=C)(C)P(O)(O)=O (isopropenyl phosphonic acid), OCCCOC(C=C)=O (hydroxypropylacrylate), C(C=C)(=O)O (acrylic acid). The reactants are CN1CCN(CC1)C1CCN(CC1)C1CCC2=C(CC1)C=C(C=C2)N (7-[4-(4-Methyl-piperazin-1-yl)-piperidin-1-yl]-6,7,8,9-tetrahydro-5H-benzocyclohepten-2-ylamine), ClC1=NC=C(C(=N1)NC1C(CCCC1)NS(=O)(=O)C)Cl (N-[2-(2,5-Dichloro-pyrimidin-4-ylamino)-cyclohexyl]-methanesulfonamide). Product: ClC=1C(=NC(=NC1)NC=1C=CC2=C(CCC(CC2)N2CCC(CC2)N2CCN(CC2)C)C1)N[C@H]1[C@@H](CCCC1)NS(=O)(=O)C (N-[(1R,2R)-2-(5-Chloro-2-{7-[4-(4-methyl-piperazin-1-yl)-piperidin-1-yl]-6,7,8,9-tetrahydro-5H-benzocyclohepten-2-ylamino]-pyrimidin-4-ylamino)-cyclohexyl}-methanesulfonamide), solid. The yield is 9.0%. As a reaction SMILES: [CH3:1][N:2]1[CH2:7][CH2:6][N:5]([CH:8]2[CH2:13][CH2:12][N:11]([CH:14]3[CH2:20][CH2:19][C:18]4[CH:21]=[C:22]([NH2:25])[CH:23]=[CH:24][C:17]=4[CH2:16][CH2:15]3)[CH2:10][CH2:9]2)[CH2:4][CH2:3]1.Cl[C:27]1[N:32]=[C:31]([NH:33][CH:34]2[CH2:39][CH2:38][CH2:37][CH2:36][CH:35]2[NH:40][S:41]([CH3:44])(=[O:43])=[O:42])[C:30]([Cl:45])=[CH:29][N:28]=1>>[Cl:45][C:30]1[C:31]([NH:33][C@@H:34]2[CH2:39][CH2:38][CH2:37][CH2:36][C@H:35]2[NH:40][S:41]([CH3:44])(=[O:43])=[O:42])=[N:32][C:27]([NH:25][C:22]2[CH:23]=[CH:24][C:17]3[CH2:16][CH2:15][CH:14]([N:11]4[CH2:12][CH2:13][CH:8]([N:5]5[CH2:4][CH2:3][N:2]([CH3:1])[CH2:7][CH2:6]5)[CH2:9][CH2:10]4)[CH2:20][CH2:19][C:18]=3[CH:21]=2)=[N:28][CH:29]=1. Reported procedure: The title compound was prepared from 7-[4-(4-Methyl-piperazin-1-yl)-piperidin-1-yl]-6,7,8,9-tetrahydro-5H-benzocyclohepten-2-ylamine and N-[2-(2,5-Dichloro-pyrimidin-4-ylamino)-cyclohexyl]-methanesulfonamide in an analogous manner to Example 179 heating at 140° C. Product was isolated as an off-white solid (10 mg, 9%). LCMS (m/e) 645 (M+1); 1H NMR (400 MHz, DMSO-d6) δ 9.32 (m, 2H), 7.97 (s, 1H), 7.57 (m, 1H), 7.42 (m, 1H), 7.17 (m, 1H), 7.06 (d, 1H, J=7.8 Hz), 6.95 (m, 1H), 3.38-2.82 (m, 8H), 2.... Reactants: [Na] (sodium), C1=CC2=C(C=CC(=C2)S(=O)(=O)O)C=C1O (2-naphthol-6-sulfonic acid). Yields the product C1=C(C=CC2=CC=CC=C12)O (2-naphthol). Reaction SMILES: [Na].[CH:2]1[C:15]([OH:16])=[CH:14][C:5]2[CH:6]=[CH:7][C:8](S(O)(=O)=O)=[CH:9][C:4]=2[CH:3]=1>>[CH:14]1[C:5]2[C:4](=[CH:9][CH:8]=[CH:7][CH:6]=2)[CH:3]=[CH:2][C:15]=1[OH:16] |^1:0|. Reported procedure: Schaeffer's Salt is the common name for the sodium salt of 2-naphthol-6-sulfonic acid. As indicated, this product is obtained by sulfonation of 2-naphthol and forming the sodium salt of the intermediate 2-naphthol-6-sulfonic acid. In preparing Schaeffer's Salt, 2-naphthol is sulfonated directly with concentrated sulfuric acid at a temperature of about 100° C. under conditions such as to provide the maximum amount of 2-naphthol-6-sulfonic acid and follows conventional procedures. After the sulfon... Reactants: COC(COC\C=C/CO)=O (2-[4-hydroxy-(Z)-2-buten-1-yloxy]acetic acid methyl ester), [Cr](=O)(=O)([O-])Cl.[NH+]1=CC=CC=C1 (pyridinium chlorochromate). Run in C1=CC=CC=C1 (benzene). Run at time 23 hour. The product is COC(COC\C=C\C=O)=O (2-[3-formyl-(E)-2-propen-1-yloxy]acetic acid methyl ester). The yield is 20.1%. RXN SMILES: [CH3:1][O:2][C:3](=[O:11])[CH2:4][O:5][CH2:6]/[CH:7]=[CH:8]\[CH2:9][OH:10].[Cr](Cl)([O-])(=O)=O.[NH+]1C=CC=CC=1>C1C=CC=CC=1>[CH3:1][O:2][C:3](=[O:11])[CH2:4][O:5][CH2:6]/[CH:7]=[CH:8]/[CH:9]=[O:10] |f:1.2|. Procedure details: To a solution of 1.57 g of 2-[4-hydroxy-(Z)-2-buten-1-yloxy]acetic acid methyl ester in 157 ml of benzene, 7.90 g of celite and 4.87 g of pyridinium chlorochromate were added, followed by stirring at room temperature for 23 hours. The insoluble matter was removed by filtration and the solvent in the filtrate was evaporated under reduced pressure. After the was dissolved in ethyl acetate, the insoluble matter was removed by filtering trough celite to obtain 311 mg of the desired crude product as ... Starting materials: C1(CCCC1)N1C=CC=2C(NC=C(C21)C(=O)OC)=O (methyl 1-cyclopentyl-4-oxo-4,5-dihydro-1H-pyrrolo[3,2-c]pyridine-7-carboxylate), P(=O)(Cl)(Cl)Cl (phosphoryl chloride), [OH-].[Na+] (sodium hydroxide). Run in C(C)#N (acetonitrile). Reaction conditions: temperature 80 celsius, time 4 hour. The product is ClC1NC=C(C2=C1C=CN2C2CCCC2)C(=O)OC (methyl 4-chloro-1-cyclopentyl-4,5-dihydro-1H-pyrrolo[3,2-c]pyridine-7-carboxylate). Reaction SMILES: [CH:1]1([N:6]2[C:14]3[C:13]([C:15]([O:17][CH3:18])=[O:16])=[CH:12][NH:11][C:10](=O)[C:9]=3[CH:8]=[CH:7]2)[CH2:5][CH2:4][CH2:3][CH2:2]1.P(Cl)(Cl)([Cl:22])=O.[OH-].[Na+]>C(#N)C>[Cl:22][CH:10]1[C:9]2[CH:8]=[CH:7][N:6]([CH:1]3[CH2:5][CH2:4][CH2:3][CH2:2]3)[C:14]=2[C:13]([C:15]([O:17][CH3:18])=[O:16])=[CH:12][NH:11]1 |f:2.3|. Procedure: To a solution of methyl 1-cyclopentyl-4-oxo-4,5-dihydro-1H-pyrrolo[3,2-c]pyridine-7-carboxylate (1.83 g) obtained in Step D of Example 29 in acetonitrile (20 mL) was added phosphoryl chloride (4 mL), and the mixture was stirred at 80° C. for 4 hr. To the reaction mixture was added 8N aqueous sodium hydroxide solution at 0° C., and the mixture was extracted with ethyl acetate. The organic layer was washed with saturated brine, dried over anhydrous sodium sulfate, and concentrated under reduced pr... Reactants: CC=1NC=C(N1)C#CC=1C=C(C#N)C=CC1 (3-(2-methyl-1H-imidazol-4-ylethynyl)-benzonitrile), Br.BrCC=1C=NC=CC1 (3-(bromomethyl)pyridine hydrobromide). The product is CC=1N(C=C(N1)C#CC=1C=C(C#N)C=CC1)CC=1C=NC=CC1 (3-(2-Methyl-1-pyridin-3-ylmethyl-1H-imidazol-4-ylethynyl)-benzonitrile). As a reaction SMILES: [CH3:1][C:2]1[NH:3][CH:4]=[C:5]([C:7]#[C:8][C:9]2[CH:10]=[C:11]([CH:14]=[CH:15][CH:16]=2)[C:12]#[N:13])[N:6]=1.Br.Br[CH2:19][C:20]1[CH:21]=[N:22][CH:23]=[CH:24][CH:25]=1>>[CH3:1][C:2]1[N:3]([CH2:19][C:20]2[CH:21]=[N:22][CH:23]=[CH:24][CH:25]=2)[CH:4]=[C:5]([C:7]#[C:8][C:9]2[CH:10]=[C:11]([CH:14]=[CH:15][CH:16]=2)[C:12]#[N:13])[N:6]=1 |f:1.2|. Procedure: The title compound, MS: m/e=299.2 (M+H30), was prepared in accordance with the general method of example 1 from 3-(2-methyl-1H-imidazol-4-ylethynyl)-benzonitrile and 3-(bromomethyl)pyridine hydrobromide. Starting materials: [Cl-].[NH4+] (ammonium chloride), C(=O)C1=C(C=C(N1C)C(=O)OCC)C (ethyl 5-formyl-1,4-dimethyl-1H-pyrrole-2-carboxylate), CO (methanol), [BH4-].[Na+] (sodium borohydride). Run in C(C)(=O)OCC (ethyl acetate), O (water). Reaction conditions: time 5 minute. Product: OCC1=C(C=C(N1C)C(=O)OCC)C (ethyl 5-hydroxymethyl-1,4-dimethyl-1H-pyrrole-2-carboxylate). Isolated yield 66.0%. Reaction SMILES: [CH:1]([C:3]1[N:7]([CH3:8])[C:6]([C:9]([O:11][CH2:12][CH3:13])=[O:10])=[CH:5][C:4]=1[CH3:14])=[O:2].CO.[BH4-].[Na+].[Cl-].[NH4+]>C(OCC)(=O)C.O>[OH:2][CH2:1][C:3]1[N:7]([CH3:8])[C:6]([C:9]([O:11][CH2:12][CH3:13])=[O:10])=[CH:5][C:4]=1[CH3:14] |f:2.3,4.5|. Reported procedure: To a mixture of ethyl 5-formyl-1,4-dimethyl-1H-pyrrole-2-carboxylate (0.99 g) and methanol (10 ml) was added sodium borohydride (0.38 g) under ice-cooling, followed by stirring for 5 minutes under ice-cooling. To a reaction mixture was added a saturated aqueous ammonium chloride solution under ice-cooling, followed by stirring at room temperature for 0.5 hour. To the reaction mixture were added water and ethyl acetate, and the aqueous layer was separated and extracted with ethyl acetate. The org... Starting materials: ClC=1C=C(C=CC1)[C@H]1C[C@](C(N([C@@H]1C1=CC=C(C=C1)Cl)[C@H](CO)C1CC1)=O)(C)CC(=O)OC (Methyl 2-((3R,5R,6S)-5-(3-chlorophenyl)-6-(4-chlorophenyl)-1-((S)-1-cyclopropyl-2-hydroxyethyl)-3-methyl-2-oxopiperidin-3-yl)acetate), S1C(=CC=C1)S(=O)(=O)N (thiophene-2-sulfonamide), ClC1=CC=C(S1)S(=O)(=O)N (5-chlorothiophene-2-sulfonamide). Procedure: The title compound was prepared from methyl 2-((3R,5R,6S)-5-(3-chlorophenyl)-6-(4-chlorophenyl)-1-((S)-1-cyclopropyl-2-hydroxyethyl)-3-methyl-2-oxopiperidin-3-yl)acetate (Example 263, Step C) by procedures similar to those described in Example 263, Step D and E, substituting thiophene-2-sulfonamide in Step D with the appropriate amount of 5-chlorothiophene-2-sulfonamide. Reaction SMILES: [Cl:1][C:2]1[CH:3]=[C:4]([C@@H:8]2[C@@H:13]([C:14]3[CH:19]=[CH:18][C:17]([Cl:20])=[CH:16][CH:15]=3)[N:12]([C@@H:21]([CH:24]3[CH2:26][CH2:25]3)[CH2:22]O)[C:11](=[O:27])[C@:10]([CH2:29][C:30]([O:32]C)=[O:31])([CH3:28])[CH2:9]2)[CH:5]=[CH:6][CH:7]=1.S1C=CC=C1S(N)(=O)=O.[Cl:43][C:44]1[S:48][C:47]([S:49]([NH2:52])(=[O:51])=[O:50])=[CH:46][CH:45]=1>>[Cl:1][C:2]1[CH:3]=[C:4]([C@@H:8]2[C@@H:13]([C:14]3[CH:19]=[CH:18][C:17]([Cl:20])=[CH:16][CH:15]=3)[N:12]([C@@H:21]([CH:24]3[CH2:26][CH2:25]3)[CH2:22][NH:52][S:49]([C:47]3[S:48][C:44]([Cl:43])=[CH:45][CH:46]=3)(=[O:51])=[O:50])[C:11](=[O:27])[C@:10]([CH2:29][C:30]([OH:32])=[O:31])([CH3:28])[CH2:9]2)[CH:5]=[CH:6][CH:7]=1. The product is ClC=1C=C(C=CC1)[C@H]1C[C@](C(N([C@@H]1C1=CC=C(C=C1)Cl)[C@H](CNS(=O)(=O)C=1SC(=CC1)Cl)C1CC1)=O)(C)CC(=O)O (2-((3R,5R,6S)-5-(3-Chlorophenyl)-6-(4-chlorophenyl)-1-((S)-2-(5-chlorothiophene-2-sulfonamido)-1-cyclopropylethyl)-3-methyl-2-oxopiperidin-3-yl)acetic acid).